The task is: describe an organic reaction: reactants, conditions, products, and yield. This data is from the Open Reaction Database (ORD), a public repository of structured organic reaction records. Starting materials: N1C=NC(=C1)C(=O)O (4-imidazole carboxylic acid), ClC=1C=C2C=3CCCC(C3NC2=CC1)N (6-chloro-2,3,4,9-tetrahydro-1H-carbazol-1-amine). The product is ClC=1C=C2C=3CCCC(C3NC2=CC1)NC(=O)C=1N=CNC1 (N-(6-Chloro-2,3,4,9-tetrahydro-1H-carbazol-1-yl)-1H-imidazole-4-carboxamide), solid. Isolated yield 4.0%. RXN SMILES: [NH:1]1[CH:5]=[C:4]([C:6]([OH:8])=O)[N:3]=[CH:2]1.[Cl:9][C:10]1[CH:11]=[C:12]2[C:20](=[CH:21][CH:22]=1)[NH:19][C:18]1[CH:17]([NH2:23])[CH2:16][CH2:15][CH2:14][C:13]2=1>>[Cl:9][C:10]1[CH:11]=[C:12]2[C:20](=[CH:21][CH:22]=1)[NH:19][C:18]1[CH:17]([NH:23][C:6]([C:4]3[N:3]=[CH:2][NH:1][CH:5]=3)=[O:8])[CH2:16][CH2:15][CH2:14][C:13]2=1. Procedure: N-(6-Chloro-2,3,4,9-tetrahydro-1H-carbazol-1-yl)-1H-imidazole-4-carboxamide was prepared from 4-imidazole carboxylic acid and 6-chloro-2,3,4,9-tetrahydro-1H-carbazol-1-amine in a similar manner as described above to give a white solid (4% yield). 1H-NMR (CDCl3): δ 9.19 (s, 1H), 7.62 (s, 1H), 7.57 (s, 1H), 7.41 (s, 1H), 7.37 (d, 1H), 7.17 (d, 1H), 7.05 (dd, 1H), 6.60 (d, 1H), 5.25 (m, 1H), 2.62 (m, 2H), 2.21 (m, 1H), 1.91 (m, 3H); MS m/z 313 (M−1). The reactants are C(Cl)(Cl)Cl (chloroform), CCCCCC.C(C)(=O)OCC (n-hexane ethyl acetate), CNN=CC(C)=O (2-Oxopropanal methylhydrazone), O=C(C=O)C1=CC=C(C=C1)CCC (oxo(4-n-propylphenyl)acetaldehyde). Run in C(C)(=O)O (acetic acid). Run at temperature 100 celsius, time 6 hour. The product is C(CC)C1=CC=C(C=C1)C1=C(C(=NN1C)C(C)=O)O (1-[5-(4-n-propylphenyl)-4-hydroxy-1-methyl-1H-pyrazol-3-yl]ethanone). Isolated yield 6.2%. As a reaction SMILES: [CH3:1][NH:2][N:3]=[CH:4][C:5](=[O:7])[CH3:6].O=[C:9]([C:12]1[CH:17]=[CH:16][C:15]([CH2:18][CH2:19][CH3:20])=[CH:14][CH:13]=1)[CH:10]=[O:11].C(Cl)(Cl)Cl.CCCCCC.C(OCC)(=O)C>C(O)(=O)C>[CH2:18]([C:15]1[CH:16]=[CH:17][C:12]([C:9]2[N:2]([CH3:1])[N:3]=[C:4]([C:5](=[O:7])[CH3:6])[C:10]=2[OH:11])=[CH:13][CH:14]=1)[CH2:19][CH3:20] |f:3.4|. Reported procedure: 2-Oxopropanal methylhydrazone (19.36 mmol, 1.94 g) and oxo(4-n-propylphenyl)acetaldehyde (19.0 mmol, 3.35 g) synthesized in Reference Synthetic Example 13 were dissolved in acetic acid (42 mL) and stirred at 100° C. for 6 hours. Then, the solvent was evaporated, and the residue was dried by means of a vacuum pump and purified by silica gel column chromatography (n-hexane/ethyl acetate=3/1), then by silica gel thin layer chromatography (chloroform) and by silica gel thin layer chromatography (n-h... Reactants: COC(=O)Cl, CCN(C(C)C)C(C)C, COC(=O)C1CCNC(c2cc(F)c(Cl)c(F)c2)C1, ClCCl, Cl, Cl. As a reaction SMILES: [C:30]([O:31][CH3:32])(=[O:33])[Cl:34].[CH:21]([N:22]([CH2:23][CH3:24])[CH:25]([CH3:26])[CH3:27])([CH3:28])[CH3:29].[Cl:2][c:3]1[c:4]([F:20])[cH:5][c:6]([CH:10]2[NH:11][CH2:12][CH2:13][CH:14]([C:16](=[O:17])[O:18][CH3:19])[CH2:15]2)[cH:7][c:8]1[F:9].[Cl:36][CH2:37][Cl:38].[ClH:1].[ClH:35]>>[Cl:2][c:3]1[c:4]([F:20])[cH:5][c:6]([CH:10]2[N:11]([C:30]([O:31][CH3:32])=[O:33])[CH2:12][CH2:13][CH:14]([C:16](=[O:17])[O:18][CH3:19])[CH2:15]2)[cH:7][c:8]1[F:9]. The product is COC(=O)C1CCN(C(=O)OC)C(c2cc(F)c(Cl)c(F)c2)C1. The reactants are CN1C(C2=CC=C(C=C2C1)B1OC(C(O1)(C)C)(C)C)=O (2-methyl-5-(4,4,5,5-tetramethyl-1,3,2-dioxaborolan-2-yl)isoindolin-1-one), CN1C(C2=CC=C(C=C2C1)C=1C=CC=2N(N1)C(=NN2)CNC(OC(C)(C)C)=O)=O (tert-butyl (6-(2-methyl-1-oxoisoindolin-5-yl)-[1,2,4]triazolo[4,3-b]pyridazin-3-yl)methylcarbamate), Cl (HCl). Reaction conditions: time 15 minute. Product: Cl.C1(=CC=CC=C1)C=1C=CC=2N(N1)C(=NN2)CC=2C=C1C=CN=CC1=CC2 (6-((6-phenyl-[1,2,4]triazolo[4,3-b]pyridazin-3-yl)methyl)isoquinoline hydrochloride). Reaction SMILES: [CH3:1][N:2]1[CH2:10][C:9]2[C:4](=[CH:5][CH:6]=[C:7](B3OC(C)(C)C(C)(C)O3)[CH:8]=2)[C:3]1=O.CN1C[C:29]2[C:24](=[CH:25][CH:26]=[C:27]([C:31]3[CH:32]=[CH:33][C:34]4[N:35]([C:37]([CH2:40]NC(=O)OC(C)(C)C)=[N:38][N:39]=4)[N:36]=3)[CH:28]=2)C1=O.[ClH:50]>>[ClH:50].[C:27]1([C:31]2[CH:32]=[CH:33][C:34]3[N:35]([C:37]([CH2:40][C:6]4[CH:5]=[C:4]5[C:9](=[CH:8][CH:7]=4)[CH:10]=[N:2][CH:1]=[CH:3]5)=[N:38][N:39]=3)[N:36]=2)[CH:26]=[CH:25][CH:24]=[CH:29][CH:28]=1 |f:3.4|. Procedure: A 10 mL, CEM microwave vessel was charged with 3 (0.1040 g, 0.427 mmol), 1-(5-phenylpyridin-2-yl)hydrazine (4, 0.119 g, 0.641 mmol), a stirbar and 1 mL concentrated HCl. The vessel was sealed, and fitted with an 18-guage needle and an Argon inlet. The slurry was placed in a heating block at 115° C. for 15 minutes with stirring. A volatile substance evolved during this time. The vessel was briefly cooled, and the seal was replaced. The vessel was irradiated on a CEM Explorer using the following p... Reactants: CC(=O)O, [Na+], O=C([O-])O, O=[N+]([O-])O, O=S(=O)(O)O, c1ccc(C2CCNCC2)cc1. The product is O=[N+]([O-])c1ccc(C2CCNCC2)cc1. Reaction SMILES: [C:27]([OH:28])(=[O:29])[CH3:30].[Na+:26].[O-:22][C:23]([OH:24])=[O:25].[OH:6][N+:7]([O-:8])=[O:9].[S:1](=[O:2])(=[O:3])([OH:4])[OH:5].[c:10]1([CH:16]2[CH2:17][CH2:18][NH:19][CH2:20][CH2:21]2)[cH:11][cH:12][cH:13][cH:14][cH:15]1>>[O-:6][N+:7](=[O:9])[c:13]1[cH:12][cH:11][c:10]([CH:16]2[CH2:17][CH2:18][NH:19][CH2:20][CH2:21]2)[cH:15][cH:14]1. Starting materials: NC1=C(C(=O)NCC=2SC(=CC2)OC2=CC=CC=C2)C=CC(=N1)Cl (2-amino-6-chloro-N-(5-phenoxy-thiophen-2-ylmethyl)-nicotinamide), C1=CC=C(C=C1)CC(=O)NCN[C@@H](CC2=CC=C(C=C2)[N+](=O)[O-])C(=O)O (A-101), S1C=NC=C1 (thiazole). The reagents and catalysts are C=1C=CC(=CC1)[P](C=2C=CC=CC2)(C=3C=CC=CC3)[Pd]([P](C=4C=CC=CC4)(C=5C=CC=CC5)C=6C=CC=CC6)([P](C=7C=CC=CC7)(C=8C=CC=CC8)C=9C=CC=CC9)[P](C=1C=CC=CC1)(C=1C=CC=CC1)C=1C=CC=CC1 (tetrakis(triphenylphosphine)palladium(0)). Run in C=1(C(=CC=CC1)C)C (xylene). Conditions: temperature 120 celsius, time 12 hour. The product is NC1=C(C(=O)NCC=2SC(=CC2)OC2=CC=CC=C2)C=CC(=N1)C=1SC=CN1 (2-Amino-N-(5-phenoxy-thiophen-2-ylmethyl)-6-thiazol-2-yl-nicotinamide). Yield: 19.0%. Reaction SMILES: [NH2:1][C:2]1[N:23]=[C:22](Cl)[CH:21]=[CH:20][C:3]=1[C:4]([NH:6][CH2:7][C:8]1[S:9][C:10]([O:13][C:14]2[CH:19]=[CH:18][CH:17]=[CH:16][CH:15]=2)=[CH:11][CH:12]=1)=[O:5].C1C=CC(CC(NCN[C@H](C(O)=O)CC2C=CC([N+]([O-])=O)=CC=2)=O)=CC=1.[S:51]1[CH:55]=[CH:54][N:53]=[CH:52]1>C1(C)C(C)=CC=CC=1.C1C=CC([P]([Pd]([P](C2C=CC=CC=2)(C2C=CC=CC=2)C2C=CC=CC=2)([P](C2C=CC=CC=2)(C2C=CC=CC=2)C2C=CC=CC=2)[P](C2C=CC=CC=2)(C2C=CC=CC=2)C2C=CC=CC=2)(C2C=CC=CC=2)C2C=CC=CC=2)=CC=1>[NH2:1][C:2]1[N:23]=[C:22]([C:52]2[S:51][CH:55]=[CH:54][N:53]=2)[CH:21]=[CH:20][C:3]=1[C:4]([NH:6][CH2:7][C:8]1[S:9][C:10]([O:13][C:14]2[CH:19]=[CH:18][CH:17]=[CH:16][CH:15]=2)=[CH:11][CH:12]=1)=[O:5] |^1:67,69,88,107|. Reported procedure: To a solution of 2-amino-6-chloro-N-(5-phenoxy-thiophen-2-ylmethyl)-nicotinamide described in Example A-101 (101 mg, 0.281 mmol) in xylene (7 mL) were added 2-tributylstanyl thiazole (137 mg, 0.365 mmol) and tetrakis(triphenylphosphine)palladium(0) (81 mg, 0.070 mmol) under nitrogen atmosphere, and the solution was stirred for 12 hours at 120° C. The reaction mixture was concentrated, the obtained residue was purified by silica gel chromatography (toluene-ethyl acetate), then, the obtained resid... Reactants: C[S-].[Na+] (sodium methyl mercaptide), COC(=O)[C@H]1CN([C@@H]2CC3=C(NC4=CC=CC([C@H]2C1)=C34)C)CCC (2-methyl-6-n-propyl-8beta-ergoline-carboxylic acid methyl ester), [H-].[Al+3].[Li+].[H-].[H-].[H-] (lithium aluminum hydride), [OH-].[Na+] (sodium hydroxide). The solvent is O1CCOCC1 (dioxane), O (water), O (water). Run at time 1 hour. Product: CC1=C2C[C@H]3N(C[C@@H](C[C@@H]3C=3C=CC=C(N1)C32)CSC)CCC (2-methyl-8beta-methylthiomethyl-6-n-propyl-ergoline). Reaction SMILES: CO[C:3]([C@@H:5]1[CH2:19][C@H:18]2[C@@H:8]([CH2:9][C:10]3[C:20]4[C:13](=[CH:14][CH:15]=[CH:16][C:17]2=4)[NH:12][C:11]=3[CH3:21])[N:7]([CH2:22][CH2:23][CH3:24])[CH2:6]1)=O.[H-].[Al+3].[Li+].[H-].[H-].[H-].[OH-].[Na+].[CH3:33][S-:34].[Na+]>O1CCOCC1.O>[CH3:21][C:11]1[NH:12][C:13]2[C:20]3[C:10]=1[CH2:9][C@@H:8]1[C@@H:18]([C:17]=3[CH:16]=[CH:15][CH:14]=2)[CH2:19][C@@H:5]([CH2:3][S:34][CH3:33])[CH2:6][N:7]1[CH2:22][CH2:23][CH3:24] |f:1.2.3.4.5.6,7.8,9.10|. Procedure details: 345 mg of 2-methyl-6-n-propyl-8beta-ergoline-carboxylic acid methyl ester (1.06 mmol) is dissolved in 10 ml of anhydrous dioxane and heated with 150 mg of lithium aluminum hydride for 90 minutes to 80° C. After the cooling, 0.15 ml of water, 0.15 ml of 15% sodium hydroxide solution and 0.45 ml of water are added in succession, the precipitate is filtered off and the filtrate is concentrated by evaporation, quantitative yield. The crude alcohol is dissolved in 5 ml of pyridine and stirred with 0.... Reactants: N#CC1=C(C#N)C(=O)C(Cl)=C(Cl)C1=O, ClCCl, O, COc1ccc(COc2c(-c3c[nH]c4c(CC=C(C)C)cccc34)n(C)c(CO)cc2=O)cc1. Product: CC(C)=CCc1cccc2c(-c3c(O)c(=O)cc(CO)n3C)c[nH]c12. As a reaction SMILES: [Cl:35][C:36]1=[C:47]([Cl:48])[C:45](=[O:46])[C:42]([C:43]#[N:44])=[C:39]([C:40]#[N:41])[C:37]1=[O:38].[Cl:49][CH2:50][Cl:51].[OH2:52].[OH:1][CH2:2][c:3]1[cH:4][c:5](=[O:34])[c:6]([O:24][CH2:25][c:26]2[cH:27][cH:28][c:29]([O:30][CH3:31])[cH:32][cH:33]2)[c:7](-[c:10]2[cH:11][nH:12][c:13]3[c:14]([CH2:19][CH:20]=[C:21]([CH3:22])[CH3:23])[cH:15][cH:16][cH:17][c:18]23)[n:8]1[CH3:9]>>[OH:1][CH2:2][c:3]1[cH:4][c:5](=[O:34])[c:6]([OH:24])[c:7](-[c:10]2[cH:11][nH:12][c:13]3[c:14]([CH2:19][CH:20]=[C:21]([CH3:22])[CH3:23])[cH:15][cH:16][cH:17][c:18]23)[n:8]1[CH3:9].